describe an organic reaction: reactants, conditions, products, and yield From a dataset of the Open Reaction Database (ORD), a public repository of structured organic reaction records. Reactants: CC(=CC(=O)Cl)C (3,3-dimethylacryloyl chloride), NC1=CC=C(C=C1)C(C(=O)OCC)CCCCC ((RS)-ethyl 2-(4-aminophenyl)-heptanoate), O (water). Run in C(Cl)(Cl)Cl (chloroform). Yields the product CC(=CC(=O)NC1=CC=C(C=C1)C(C(=O)OCC)CCCCC)C ((RS)-ethyl 2-[4-(3,3-dimethylacrylamido)-phenyl]-heptanoate). RXN SMILES: [NH2:1][C:2]1[CH:7]=[CH:6][C:5]([CH:8]([CH2:14][CH2:15][CH2:16][CH2:17][CH3:18])[C:9]([O:11][CH2:12][CH3:13])=[O:10])=[CH:4][CH:3]=1.[CH3:19][C:20]([CH3:25])=[CH:21][C:22](Cl)=[O:23].O>C(Cl)(Cl)Cl>[CH3:19][C:20]([CH3:25])=[CH:21][C:22]([NH:1][C:2]1[CH:3]=[CH:4][C:5]([CH:8]([CH2:14][CH2:15][CH2:16][CH2:17][CH3:18])[C:9]([O:11][CH2:12][CH3:13])=[O:10])=[CH:6][CH:7]=1)=[O:23]. Reported procedure: 10.4 g of (RS)-ethyl 2-(4-aminophenyl)-heptanoate dissolved in 100 ml of chloroform was treated dropwise with 4.64 ml of 3,3-dimethylacryloyl chloride. The mixture was heated to reflux for 6 hours. After cooling to room temperature, 100 ml of water were added. The phases were separated and the aqueous phase was extracted with two portions of 50 ml of chloroform. The combined organic extracts were washed with two portions of 100 ml of saturated aqueous sodium bicarbonate solution and one portion ... Starting materials: Cc1ccccc1, ClCC1CO1, [Na], O=C1NCCO1. Product: O=C1OCCN1CC1CO1. Reaction SMILES: [CH3:13][c:14]1[cH:15][cH:16][cH:17][cH:18][cH:19]1.[Cl:8][CH2:9][CH:10]1[CH2:11][O:12]1.[Na:1].[O:2]1[C:3](=[O:7])[NH:4][CH2:5][CH2:6]1>>[O:2]1[C:3](=[O:7])[N:4]([CH2:9][CH:10]2[CH2:11][O:12]2)[CH2:5][CH2:6]1. The reactants are Cl (HCl), solution, [Li+].[OH-] (LiOH), NC=1N=C(C2=C(N1)N(C(C(=C2)C(=O)OCCCC)=O)[C@@H]2CC[C@H](CC2)O)C (butyl 2-amino-8-(trans-4-hydroxycyclohexyl)-4-methyl-7-oxo-7,8-dihydropyrido[2,3-d]pyrimidine-6-carboxylate). Solvent: [Cl-].[Na+].O (brine), O (water), CCO (EtOH), C(Cl)Cl (DCM), C1CCOC1 (THF), CO (MeOH), O (H2O). Run at time 2.5 hour. Yields the product NC=1N=C(C2=C(N1)N(C(C(=C2)C(=O)O)=O)[C@@H]2CC[C@H](CC2)O)C (2-amino-8-(trans-4-hydroxycyclohexyl)-4-methyl-7-oxo-7,8-dihydropyrido[2,3-d]pyrimidine-6-carboxylic acid). Yield: 115.5%. Reaction SMILES: [Li+].[OH-].[NH2:3][C:4]1[N:5]=[C:6]([CH3:29])[C:7]2[CH:13]=[C:12]([C:14]([O:16]CCCC)=[O:15])[C:11](=[O:21])[N:10]([C@H:22]3[CH2:27][CH2:26][C@H:25]([OH:28])[CH2:24][CH2:23]3)[C:8]=2[N:9]=1.Cl>C1COCC1.CO.[Cl-].[Na+].O.O.CCO.C(Cl)Cl>[NH2:3][C:4]1[N:5]=[C:6]([CH3:29])[C:7]2[CH:13]=[C:12]([C:14]([OH:16])=[O:15])[C:11](=[O:21])[N:10]([C@H:22]3[CH2:27][CH2:26][C@H:25]([OH:28])[CH2:24][CH2:23]3)[C:8]=2[N:9]=1 |f:0.1,6.7.8|. Procedure details: A 1M solution of LiOH in H2O (0.81 mL, 0.81 mmol) was added to a suspension of butyl 2-amino-8-(trans-4-hydroxycyclohexyl)-4-methyl-7-oxo-7,8-dihydropyrido[2,3-d]pyrimidine-6-carboxylate (0.25 g, 0.68 mmol) in THF (7 mL) and MeOH (2 mL). After 2.5 h, DCM, EtOH, water, brine, celite and 0.7 mL of 1 M HCl were added. The mixture was filtered. The organic layer was separated and concentrated by rotary evaporation to afforded 0.25 g of 2-amino-8-(trans-4-hydroxycyclohexyl)-4-methyl-7-oxo-7,8-dihydro... The reactants are ClC(Cl)(Cl)Cl, CCCCP(CCCC)CCCC, CC#N, N#C[K], C1COCCOCCOCCOCCOCCO1, CC(C)(CCCN1CC2CC(O)C1C2)S(=O)(=O)c1ccccc1. Yields the product CC(C)(CCCN1CC2CC(C#N)C1C2)S(=O)(=O)c1ccccc1. Reaction SMILES: [C:58]([Cl:59])([Cl:60])([Cl:61])[Cl:62].[CH2:45]([P:46]([CH2:47][CH2:48][CH2:49][CH3:50])[CH2:51][CH2:52][CH2:53][CH3:54])[CH2:55][CH2:56][CH3:57].[CH3:63][C:64]#[N:65].[K:24][C:25]#[N:26].[O:27]1[CH2:28][CH2:29][O:30][CH2:31][CH2:32][O:33][CH2:34][CH2:35][O:36][CH2:37][CH2:38][O:39][CH2:40][CH2:41][O:42][CH2:43][CH2:44]1.[OH:1][CH:2]1[CH2:3][CH:4]2[CH2:5][N:6]([CH2:9][CH2:10][CH2:11][C:12]([CH3:13])([S:14](=[O:15])(=[O:16])[c:17]3[cH:18][cH:19][cH:20][cH:21][cH:22]3)[CH3:23])[CH:7]1[CH2:8]2>>[CH:2]1([C:25]#[N:26])[CH2:3][CH:4]2[CH2:5][N:6]([CH2:9][CH2:10][CH2:11][C:12]([CH3:13])([S:14](=[O:15])(=[O:16])[c:17]3[cH:18][cH:19][cH:20][cH:21][cH:22]3)[CH3:23])[CH:7]1[CH2:8]2. Reactants: OCC1=CC(=CC(=C1O)CO)C (2,6-Bis(hydroxymethyl)-p-cresol), O=S(Cl)Cl (SOCl2), C(Cl)Cl (CH2Cl2). Run at time 18 hour. Product: ClCC1=CC(=CC(=C1O)CCl)C (2,6-bis(chloromethyl)-p-cresol). Reaction SMILES: O[CH2:2][C:3]1[C:8]([OH:9])=[C:7](CO)[CH:6]=[C:5]([CH3:12])[CH:4]=1.O=S(Cl)[Cl:15].[CH2:17]([Cl:19])Cl>>[Cl:15][CH2:2][C:3]1[C:8]([OH:9])=[C:7]([CH2:17][Cl:19])[CH:6]=[C:5]([CH3:12])[CH:4]=1. Procedure details: 2,6-Bis(hydroxymethyl)-p-cresol (0.6779 g, 4.03 mmol) was suspended in CH2Cl2 (10 ml), and to this suspension was added slowly SOCl2 (3 ml, 41.1 mmol) under cooling in an ice-bath, and the resulting mixture was stirred at room temperature for 18 hours. The color of the reaction solution turned yellow. After completion of the reaction, the solvent was removed by evaporation to give 2,6-bis(chloromethyl)-p-cresol.